Dataset: the Open Reaction Database (ORD), a public repository of structured organic reaction records. Task: describe an organic reaction: reactants, conditions, products, and yield The reactants are N,N-dicyclohexylcarbodiimide, C(\C=C\CCC)(=O)O ((E)-hex-2-enoic acid), O[C@H]1OC[C@@H](OC1)C1=CC=C(C=C1)C12CCC(CC1)(CC2)CCCCC (1-[4-(trans-5-hydroxydioxan-2-yl) phenyl]-4-pentylbicyclo[2.2.2]octane). Reagents/catalysts: CN(C1=CC=NC=C1)C (4-(dimethylamino) pyridine). Solvent: ClCCl (dichloromethane), ClCCl (dichloromethane). Run at temperature 0 celsius, time 8 hour. Yields the product C(\C=C\CCC)(=O)O[C@H]1OC[C@@H](OC1)C1=CC=C(C=C1)C12CCC(CC1)(CC2)CCCCC (trans-2-[4-(4-pentylbicyclo[2.2.2]octyl)phenyl]dioxan-5-yl (E)-hex-2-enoate). As a reaction SMILES: [C:1]([OH:8])(=[O:7])/[CH:2]=[CH:3]/[CH2:4][CH2:5][CH3:6].O[C@@H:10]1[CH2:15][O:14][C@@H:13]([C:16]2[CH:21]=[CH:20][C:19]([C:22]34[CH2:29][CH2:28][C:25]([CH2:30][CH2:31][CH2:32][CH2:33][CH3:34])([CH2:26][CH2:27]3)[CH2:24][CH2:23]4)=[CH:18][CH:17]=2)[CH2:12][O:11]1>ClCCl.CN(C)C1C=CN=CC=1>[C:1]([O:8][C@@H:10]1[CH2:15][O:14][C@@H:13]([C:16]2[CH:17]=[CH:18][C:19]([C:22]34[CH2:29][CH2:28][C:25]([CH2:30][CH2:31][CH2:32][CH2:33][CH3:34])([CH2:26][CH2:27]3)[CH2:24][CH2:23]4)=[CH:20][CH:21]=2)[CH2:12][O:11]1)(=[O:7])/[CH:2]=[CH:3]/[CH2:4][CH2:5][CH3:6]. Procedure: A solution of N,N-dicyclohexylcarbodiimide (0.18 g, 0.8 mmol) in dichloromethane (10 cm3) is added to a solution of (E)-hex-2-enoic acid (0.07 g, 0.7 mmol), 1-[4-(trans-5-hydroxydioxan-2-yl) phenyl]-4-pentylbicyclo[2.2.2]octane (0.25 g, 0.7 mmol), 4-(dimethylamino) pyridine (0.04 g) in dichloromethane (20 cm3), cooled in an ice bath (0° C.) under an atmosphere of nitrogen. The reaction mixture is stirred overnight, filtered to remove precipitated material and the filtrate was evaporated down und... Starting materials: N#Cc1ccc(B(O)O)cc1, O=C([O-])[O-], C1CCOC1, COC(=O)c1ccccc1I, [K+], [K+], O, Cl[Pd]Cl, Cc1ccccc1P(c1ccccc1C)c1ccccc1C, Cc1ccccc1P(c1ccccc1C)c1ccccc1C. Yields the product COC(=O)c1ccccc1-c1ccc(C#N)cc1. Reaction SMILES: [C:19](#[N:20])[c:21]1[cH:22][cH:23][c:24]([B:27]([OH:28])[OH:29])[cH:25][cH:26]1.[C:2](=[O:3])([O-:4])[O-:5].[CH2:77]1[O:78][CH2:79][CH2:80][CH2:81]1.[I:8][c:9]1[c:10]([C:11](=[O:12])[O:13][CH3:14])[cH:15][cH:16][cH:17][cH:18]1.[K+:6].[K+:7].[OH2:1].[Pd:30]([Cl:31])[Cl:32].[c:33]1([CH3:34])[cH:35][cH:36][cH:37][cH:38][c:39]1[P:40]([c:41]1[cH:42][cH:43][cH:44][cH:45][c:46]1[CH3:47])[c:48]1[cH:49][cH:50][cH:51][cH:52][c:53]1[CH3:54].[c:55]1([CH3:56])[cH:57][cH:58][cH:59][cH:60][c:61]1[P:62]([c:63]1[cH:64][cH:65][cH:66][cH:67][c:68]1[CH3:69])[c:70]1[cH:71][cH:72][cH:73][cH:74][c:75]1[CH3:76]>>[c:9]1(-[c:24]2[cH:23][cH:22][c:21]([C:19]#[N:20])[cH:26][cH:25]2)[c:10]([C:11](=[O:12])[O:13][CH3:14])[cH:15][cH:16][cH:17][cH:18]1. Reactants: O=C1SC(=CN1)C(=O)OCC (Ethyl (2-oxo-2,3-dihydrothiazol-5-yl)-carboxylate), [OH-].[K+] (potassium hydroxide), BrCC#C (3-bromo-1-propyne). Reagents/catalysts: [Br-].C(CCC)[N+](CCCC)(CCCC)CCCC (tetrabutyl ammonium bromide). Solvent: C1(=CC=CC=C1)C (toluene). Conditions: time 3 hour. The product is O=C1SC(=CN1CC#C)C(=O)OCC (Ethyl [2,3-dihydro-2-oxo-3-(2-propynyl)-thiazol-5-yl]carboxylate). RXN SMILES: [O:1]=[C:2]1[NH:6][CH:5]=[C:4]([C:7]([O:9][CH2:10][CH3:11])=[O:8])[S:3]1.[OH-].[K+].Br[CH2:15][C:16]#[CH:17]>C1(C)C=CC=CC=1.[Br-].C([N+](CCCC)(CCCC)CCCC)CCC>[O:1]=[C:2]1[N:6]([CH2:17][C:16]#[CH:15])[CH:5]=[C:4]([C:7]([O:9][CH2:10][CH3:11])=[O:8])[S:3]1 |f:1.2,5.6|. Procedure details: A mixture of 8.65 g of the product of Step A in 130 ml of toluene, 2.8 g of potassium hydroxide, 4.5 ml of 3-bromo-1-propyne and 1.66 g of tetrabutyl ammonium bromide was heated to 95 C and stirred for 3 hours. The mixture was decanted, washed with N sodium hydroxide, with N hydrochloric acid and with water saturated with sodium chloride, dried and brought to dryness. The residue was chromatographed and elution with a hexane-chloroform-acetone mixture (70-15-15) yielded 4.74 g of the expected pr... Starting materials: FC1=C(C=CC(=C1)I)NC1=C(C(=O)O)C=CN=C1 (3-[(2-fluoro-4-iodophenyl)amino]isonicotinic acid), FC1=C(C=CC(=C1)I)NC1=C(C(=O)O)C=CN=C1 (3-[(2-fluoro-4-iodophenyl)amino]isonicotinic acid), OC=1C=C(CN)C=CC1 (3-hydroxybenzylamine). Yields the product FC1=C(C=CC(=C1)I)NC1=C(C(=O)NCC2=CC(=CC=C2)O)C=CN=C1 (3-[(2-fluoro-4-iodophenyl)amino]-N-(3-hydroxybenzyl)isonicotinamide). As a reaction SMILES: [F:1][C:2]1[CH:7]=[C:6]([I:8])[CH:5]=[CH:4][C:3]=1[NH:9][C:10]1[CH:18]=[N:17][CH:16]=[CH:15][C:11]=1[C:12]([OH:14])=O.[OH:19][C:20]1[CH:21]=[C:22]([CH:25]=[CH:26][CH:27]=1)[CH2:23][NH2:24]>>[F:1][C:2]1[CH:7]=[C:6]([I:8])[CH:5]=[CH:4][C:3]=1[NH:9][C:10]1[CH:18]=[N:17][CH:16]=[CH:15][C:11]=1[C:12]([NH:24][CH2:23][C:22]1[CH:25]=[CH:26][CH:27]=[C:20]([OH:19])[CH:21]=1)=[O:14]. Reported procedure: 3-[(2-fluoro-4-iodophenyl)amino]-N-(3-hydroxybenzyl)isonicotinamide was synthesized according to the procedure for General Method 1, outlined above, starting with 0.22 mmol of 3-[(2-fluoro-4-iodophenyl)amino]isonicotinic acid (intermediate 1) and 0.35 mmol of 3-hydroxybenzylamine. LC/MS [6.01 min; 464 (M+1)] Starting materials: CCNC, CCCCc1nc2c(N)nc3ccccc3c2n1CCCN(CCCCl)Cc1cccc(CC(=O)OC)c1. Yields the product CCCCc1nc2c(N)nc3ccccc3c2n1CCCN(CCCN(C)CC)Cc1cccc(CC(=O)OC)c1. RXN SMILES: [CH2:39]([CH3:40])[NH:41][CH3:42].[NH2:1][c:2]1[n:3][c:4]2[cH:5][cH:6][cH:7][cH:8][c:9]2[c:10]2[c:11]1[n:12][c:13]([CH2:35][CH2:36][CH2:37][CH3:38])[n:14]2[CH2:15][CH2:16][CH2:17][N:18]([CH2:19][CH2:20][CH2:21][Cl:22])[CH2:23][c:24]1[cH:25][c:26]([CH2:30][C:31](=[O:32])[O:33][CH3:34])[cH:27][cH:28][cH:29]1>>[NH2:1][c:2]1[n:3][c:4]2[cH:5][cH:6][cH:7][cH:8][c:9]2[c:10]2[c:11]1[n:12][c:13]([CH2:35][CH2:36][CH2:37][CH3:38])[n:14]2[CH2:15][CH2:16][CH2:17][N:18]([CH2:19][CH2:20][CH2:21][N:41]([CH2:39][CH3:40])[CH3:42])[CH2:23][c:24]1[cH:25][c:26]([CH2:30][C:31](=[O:32])[O:33][CH3:34])[cH:27][cH:28][cH:29]1. The reactants are BrC=1C(=C2C(=NC1)NC=C2NC(C)=O)F (N-(5-Bromo-4-fluoro-1H-pyrrolo[2,3-b]pyridin-3-yl)acetamide), CC#N.O (CH3CN water), N1C[C@@H](CCC1)NC(OC(C)(C)C)=O ((R)-tert-butyl piperidin-3-ylcarbamate). Run in C(CCC)O (n-butanol). Conditions: temperature 155 celsius. Product: C(C)(=O)NC1=CNC2=NC=C(C(=C21)N2C[C@@H](CCC2)NC(OC(C)(C)C)=O)Br ((R)-tert-butyl 1-(3-acetamido-5-bromo-1H-pyrrolo[2,3-b]pyridin-4-yl)piperidin-3-ylcarbamate). The yield is 81.7%. Reaction SMILES: [Br:1][C:2]1[C:3](F)=[C:4]2[C:10]([NH:11][C:12](=[O:14])[CH3:13])=[CH:9][NH:8][C:5]2=[N:6][CH:7]=1.[NH:16]1[CH2:21][CH2:20][CH2:19][C@@H:18]([NH:22][C:23](=[O:29])[O:24][C:25]([CH3:28])([CH3:27])[CH3:26])[CH2:17]1.CC#N.O>C(O)CCC>[C:12]([NH:11][C:10]1[C:4]2[C:5](=[N:6][CH:7]=[C:2]([Br:1])[C:3]=2[N:16]2[CH2:21][CH2:20][CH2:19][C@@H:18]([NH:22][C:23](=[O:29])[O:24][C:25]([CH3:27])([CH3:26])[CH3:28])[CH2:17]2)[NH:8][CH:9]=1)(=[O:14])[CH3:13] |f:2.3|. Reported procedure: N-(5-Bromo-4-fluoro-1H-pyrrolo[2,3-b]pyridin-3-yl)acetamide (400 mg, 1.47 mmol) and (R)-tert-butyl piperidin-3-ylcarbamate (1.0 g, 5.15 mmol) were placed in n-butanol (4 mL) and heated to 155° C. in a sealed tube for 18 hours. The reaction was then cooled and concentrated. The resulting residue was purified by C-18 reverse phase flash chromatography (Biotage Horizon unit, C-18 25M column, 5-85% CH3CN/water) to give (R)-tert-butyl 1-(3-acetamido-5-bromo-1H-pyrrolo[2,3-b]pyridin-4-yl)piperidin-3-y... Starting materials: CCOCC (ether), C(C1=CC=CC=C1)N1CC=2N=C(N=C(C2CC1)Cl)C=1C=NC(=CC1)C(F)(F)F (7-benzyl-4-chloro-2-[6-(trifluoromethyl)pyridin-3-yl]-5,6,7,8-tetrahydropyrido[3,4-d]pyrimidine), [H][H] (hydrogen). The reagents and catalysts are [Pd] (palladium on carbon). The solvent is CO (methanol), C(C)(=O)OCC (ethyl acetate). Yields the product Cl.FC(C1=CC=C(C=N1)C=1N=CC2=C(N1)CNCC2)(F)F (2-[6-(Trifluoromethyl)pyridin-3-yl]-5,6,7,8-tetrahydropyrido[3,4-d]pyrimidine, hydrochloride). The yield is 69.7%. RXN SMILES: C([N:8]1[CH2:17][CH2:16][C:15]2[C:14]([Cl:18])=[N:13][C:12]([C:19]3[CH:20]=[N:21][C:22]([C:25]([F:28])([F:27])[F:26])=[CH:23][CH:24]=3)=[N:11][C:10]=2[CH2:9]1)C1C=CC=CC=1.[H][H].CCOCC>[Pd].CO.C(OCC)(=O)C>[ClH:18].[F:27][C:25]([F:26])([F:28])[C:22]1[N:21]=[CH:20][C:19]([C:12]2[N:13]=[CH:14][C:15]3[CH2:16][CH2:17][NH:8][CH2:9][C:10]=3[N:11]=2)=[CH:24][CH:23]=1 |f:6.7|. Reported procedure: A mixture of 220 mg of 7-benzyl-4-chloro-2-[6-(trifluoromethyl)pyridin-3-yl]-5,6,7,8-tetrahydropyrido[3,4-d]pyrimidine and 40–50 mg of 10% palladium on carbon in 8 mL of methanol and 5 mL of ethyl acetate was stirred under 1 atm of hydrogen for 3 h. The mixture was filtered and concentrated to give a yellow solid. Trituration with ether gave 120 mg of the title compound as an off-white powder. LC-MS 281.1 (M+1).